Dataset: the Open Reaction Database (ORD), a public repository of structured organic reaction records. Task: describe an organic reaction: reactants, conditions, products, and yield Starting materials: O=C([O-])[O-], CS(=O)(=O)c1cccc(N)c1, Nc1cnn(-c2ccc(Cl)cc2)c1C(F)(F)F, O=C(OC(Cl)(Cl)Cl)OC(Cl)(Cl)Cl, ClCCl, Cl, [Na+], [Na+], O. The product is CS(=O)(=O)c1cccc(NC(=O)Nc2cnn(-c3ccc(Cl)cc3)c2C(F)(F)F)c1. Reaction SMILES: [C:30](=[O:31])([O-:32])[O-:33].[CH3:36][S:37](=[O:38])(=[O:39])[c:40]1[cH:41][c:42]([NH2:46])[cH:43][cH:44][cH:45]1.[Cl:13][c:14]1[cH:15][cH:16][c:17](-[n:20]2[n:21][cH:22][c:23]([NH2:29])[c:24]2[C:25]([F:26])([F:27])[F:28])[cH:18][cH:19]1.[Cl:1][C:2]([Cl:3])([O:4][C:5]([O:6][C:7]([Cl:8])([Cl:9])[Cl:10])=[O:11])[Cl:12].[Cl:48][CH2:49][Cl:50].[ClH:47].[Na+:34].[Na+:35].[OH2:51]>>[C:5](=[O:11])([NH:29][c:23]1[cH:22][n:21][n:20](-[c:17]2[cH:16][cH:15][c:14]([Cl:13])[cH:19][cH:18]2)[c:24]1[C:25]([F:26])([F:27])[F:28])[NH:46][c:42]1[cH:41][c:40]([S:37]([CH3:36])(=[O:38])=[O:39])[cH:45][cH:44][cH:43]1. Reactants: CC1=C(N=C(O1)C1=CC=CC=C1)CCOS(=O)(=O)C1=CC=C(C=C1)C (Toluene-4-sulfonic acid 2-(5-methyl-2-phenyl-oxazol-4-yl)ethyl ester), O (H2O), [C-]#N.[Na+] (sodium cyanide), C([O-])(O)=O.[K+] (potassium bicarbonate). Run in CS(=O)C (DMSO). Yields the product CC1=C(N=C(O1)C1=CC=CC=C1)CCC#N (3-(5-Methyl-2-phenyl-oxazol-4-yl)-propionitrile). Yield: 97.6%. As a reaction SMILES: [CH3:1][C:2]1[O:6][C:5]([C:7]2[CH:12]=[CH:11][CH:10]=[CH:9][CH:8]=2)=[N:4][C:3]=1[CH2:13][CH2:14]OS(C1C=CC(C)=CC=1)(=O)=O.[C-:26]#[N:27].[Na+].C(=O)(O)[O-].[K+].O>CS(C)=O>[CH3:1][C:2]1[O:6][C:5]([C:7]2[CH:8]=[CH:9][CH:10]=[CH:11][CH:12]=2)=[N:4][C:3]=1[CH2:13][CH2:14][C:26]#[N:27] |f:1.2,3.4|. Procedure: Toluene-4-sulfonic acid 2-(5-methyl-2-phenyl-oxazol-4-yl)ethyl ester (5.00 g, 14.0 mmol), sodium cyanide (852 mg, 16.8 mmol), and potassium bicarbonate (1.70 g, 16.8 mmol) were combined and vigorously stirred in DMSO (50 mL) at 50° C. for 2 h, then overnight at 25° C. The mixture was then poured into H2O (50 mL) and extracted with Et2O (2×50 mL). The organic layer were combined then washed with H2O (50 mL), sat. NaCl (50 mL), dried over NaCl. The solvent was removed in vacuo to provide 2.90 g (9... Reactants: C[O-], ClCCN1CCOCC1, [Na+], CN(C)C=O, COC(=O)c1ccc2cc(O)ccc2c1. Product: COC(=O)c1ccc2cc(OCCN3CCOCC3)ccc2c1. Reaction SMILES: [CH3:16][O-:17].[Cl:19][CH2:20][CH2:21][N:22]1[CH2:23][CH2:24][O:25][CH2:26][CH2:27]1.[Na+:18].[O:28]=[CH:29][N:30]([CH3:31])[CH3:32].[OH:1][c:2]1[cH:3][c:4]2[cH:5][cH:6][c:7]([C:12](=[O:13])[O:14][CH3:15])[cH:8][c:9]2[cH:10][cH:11]1>>[O:1]([c:2]1[cH:3][c:4]2[cH:5][cH:6][c:7]([C:12](=[O:13])[O:14][CH3:15])[cH:8][c:9]2[cH:10][cH:11]1)[CH2:20][CH2:21][N:22]1[CH2:23][CH2:24][O:25][CH2:26][CH2:27]1. The reactants are CCOC(C)=O, C=Cc1ccc(-c2ccc(-c3ccc(OCCC)c(F)c3F)cc2)[se]1, Cc1ccccc1. Yields the product CCCOc1ccc(-c2ccc(-c3ccc(CC)[se]3)cc2)c(F)c1F. Reaction SMILES: [C:33]([O:34][CH2:35][CH3:36])(=[O:37])[CH3:38].[F:1][c:2]1[c:3](-[c:13]2[cH:14][cH:15][c:16](-[c:19]3[se:20][c:21]([CH:24]=[CH2:25])[cH:22][cH:23]3)[cH:17][cH:18]2)[cH:4][cH:5][c:6]([O:9][CH2:10][CH2:11][CH3:12])[c:7]1[F:8].[c:26]1([CH3:27])[cH:28][cH:29][cH:30][cH:31][cH:32]1>>[F:1][c:2]1[c:3](-[c:13]2[cH:14][cH:15][c:16](-[c:19]3[se:20][c:21]([CH2:24][CH3:25])[cH:22][cH:23]3)[cH:17][cH:18]2)[cH:4][cH:5][c:6]([O:9][CH2:10][CH2:11][CH3:12])[c:7]1[F:8]. The reactants are C(=O)(OC)CCN(C1=CC=CC=C1)C (N-2-carbomethoxyethyl-N-methylaniline), [Cl-].[Al+3].[Cl-].[Cl-] (aluminum chloride), C(C(=O)Cl)(=O)Cl (oxalyl chloride). Run in O (water). Yields the product C(=O)(OC)CCN(C)C1=CC=C(C=C1)C(=O)C(=O)C1=CC=C(C=C1)N(CCC(=O)OC)C (4,4'-bis(N-2-carbomethoxyethyl-N-methylamino)benzil). RXN SMILES: [C:1]([CH2:5][CH2:6][N:7]([CH3:14])[C:8]1[CH:13]=[CH:12][CH:11]=[CH:10][CH:9]=1)([O:3][CH3:4])=[O:2].[Cl-].[Al+3].[Cl-].[Cl-].[C:19](Cl)(=[O:23])[C:20](Cl)=[O:21]>O>[C:1]([CH2:5][CH2:6][N:7]([C:8]1[CH:13]=[CH:12][C:11]([C:20]([C:19]([C:11]2[CH:10]=[CH:9][C:8]([N:7]([CH3:14])[CH2:6][CH2:5][C:1]([O:3][CH3:4])=[O:2])=[CH:13][CH:12]=2)=[O:23])=[O:21])=[CH:10][CH:9]=1)[CH3:14])([O:3][CH3:4])=[O:2] |f:1.2.3.4|. Procedure: 4,4'-bis(N-2-carbomethoxyethyl-N-methylamino)benzil was prepared according to the procedure of Tuzun, et al. (Org. Syn., 41, 1 (1961)). Charges were 86.4 g of N-2-carbomethoxyethyl-N-methylaniline (prepared according to the procedure in Example 1), 41.7 g of anhydrous aluminum chloride and 6.7 ml of oxalyl chloride. After the addition of 157 ml of water the reaction mixture was extracted three times with 100 ml portions of chloroform. The chloroform extract was washed with water, dried over anhy... Reaction SMILES: [CH2:44]([N+:45]([CH2:46][CH2:47][CH2:48][CH3:49])([CH2:50][CH2:51][CH2:52][CH3:53])[CH2:54][CH2:55][CH2:56][CH3:57])[CH2:58][CH2:59][CH3:60].[F-:43].[O:1]1[CH2:2][O:3][c:4]2[c:5]1[cH:6][cH:7][c:8]([C:10]1([C:13](=[O:14])[NH:15][c:16]3[s:17][c:18]([CH:21]([c:22]4[c:23]([Cl:29])[cH:24][c:25]([F:28])[cH:26][cH:27]4)[N:30]4[CH2:31][CH:32]([O:35][Si:36]([C:37]([CH3:38])([CH3:39])[CH3:40])([CH3:41])[CH3:42])[CH2:33][CH2:34]4)[cH:19][n:20]3)[CH2:11][CH2:12]1)[cH:9]2.[OH2:61]>>[O:1]1[CH2:2][O:3][c:4]2[c:5]1[cH:6][cH:7][c:8]([C:10]1([C:13](=[O:14])[NH:15][c:16]3[s:17][c:18]([CH:21]([c:22]4[c:23]([Cl:29])[cH:24][c:25]([F:28])[cH:26][cH:27]4)[N:30]4[CH2:31][CH:32]([OH:35])[CH2:33][CH2:34]4)[cH:19][n:20]3)[CH2:11][CH2:12]1)[cH:9]2. Starting materials: CCCC[N+](CCCC)(CCCC)CCCC, [F-], CC(C)(C)[Si](C)(C)OC1CCN(C(c2cnc(NC(=O)C3(c4ccc5c(c4)OCO5)CC3)s2)c2ccc(F)cc2Cl)C1, O. Product: O=C(Nc1ncc(C(c2ccc(F)cc2Cl)N2CCC(O)C2)s1)C1(c2ccc3c(c2)OCO3)CC1. Product: CC(=O)c3ccc2cc(c1ccccc1)ccc2c3. Reactants: CC2(C)COB(c1ccccc1)OC2 (effective_coupling_partner), COc2ccc1cc(C(C)=O)ccc1c2 (substrate). Run at temperature 120 celsius, time 12 hour. Reagents/catalysts: PCy3.